This data is from the Open Reaction Database (ORD), a public repository of structured organic reaction records. The task is: describe an organic reaction: reactants, conditions, products, and yield Reactants: zeolite, O=C(C)C=C(C)C (mesityl oxide), CC(=O)C (acetone), Na, zeolite, CC(=O)C (Acetone). The product is CC(C)=CC(C=C(C)C)=O (phorone). RXN SMILES: [O:1]=[C:2]([CH:4]=[C:5]([CH3:7])[CH3:6])[CH3:3].[CH3:8][C:9]([CH3:11])=O>>[CH3:6][C:5](=[CH:4][C:2](=[O:1])[CH:3]=[C:9]([CH3:11])[CH3:8])[CH3:7]. Procedure: Acetone, first percolated through a bed of alumina, was passed through a reactor containing 0.54 g of ZSM-5 zeolite having a silica-to-alumina ratio of 26,000 to 1 and an Na content of 1.48%. No condensation products were observed at reaction temperatures below 200° C. (392° F.). When the reactor containing zeolite was heated to 280° to 370° C. (536°-698° F.), about 10% of the acetone fed was converted to mesityl oxide. Some phorone was also formed. Starting materials: C1CCC2=NCCCN2CC1, CCOC(=O)Nc1nc2cc(Cl)ccc2nc1OC, C1CCOC1, c1ccc(N2CCNCC2)cc1. As a reaction SMILES: [CH2:32]1[CH2:33][CH2:34][C:35]2=[N:40][CH2:39][CH2:38][CH2:37][N:36]2[CH2:41][CH2:42]1.[Cl:1][c:2]1[cH:3][c:4]2[n:5][c:6]([NH:14][C:15]([O:16][CH2:17][CH3:18])=[O:19])[c:7]([O:12][CH3:13])[n:8][c:9]2[cH:10][cH:11]1.[O:43]1[CH2:44][CH2:45][CH2:46][CH2:47]1.[c:20]1([N:26]2[CH2:27][CH2:28][NH:29][CH2:30][CH2:31]2)[cH:21][cH:22][cH:23][cH:24][cH:25]1>>[Cl:1][c:2]1[cH:3][c:4]2[n:5][c:6]([NH:14][C:15](=[O:19])[N:29]3[CH2:28][CH2:27][N:26]([c:20]4[cH:21][cH:22][cH:23][cH:24][cH:25]4)[CH2:31][CH2:30]3)[c:7]([O:12][CH3:13])[n:8][c:9]2[cH:10][cH:11]1. Yields the product COc1nc2ccc(Cl)cc2nc1NC(=O)N1CCN(c2ccccc2)CC1. The reactants are N1=C(C=CC2=CC=CC=C12)COC1=C(OCCCC#N)C=CC=C1 (4-[2-(2-quinolylmethyloxy)phenoxy]butyronitrile), [N-]=[N+]=[N-].[Na+] (sodium azide), [Cl-].[NH4+] (ammonium chloride), [OH-].[Na+] (sodium hydroxide). Run in CN(C=O)C (dimethylformamide). Product: N1=C(C=CC2=CC=CC=C12)COC1=C(OCCCC2=NN=NN2)C=CC=C1 (5-[3-(2-(2-Quinolylmethyloxy)phenoxy)propyl]tetrazole). The yield is 17.2%. RXN SMILES: [N:1]1[C:10]2[C:5](=[CH:6][CH:7]=[CH:8][CH:9]=2)[CH:4]=[CH:3][C:2]=1[CH2:11][O:12][C:13]1[CH:24]=[CH:23][CH:22]=[CH:21][C:14]=1[O:15][CH2:16][CH2:17][CH2:18][C:19]#[N:20].[N-:25]=[N+:26]=[N-:27].[Na+].[Cl-].[NH4+].[OH-].[Na+]>CN(C)C=O>[N:1]1[C:10]2[C:5](=[CH:6][CH:7]=[CH:8][CH:9]=2)[CH:4]=[CH:3][C:2]=1[CH2:11][O:12][C:13]1[CH:24]=[CH:23][CH:22]=[CH:21][C:14]=1[O:15][CH2:16][CH2:17][CH2:18][C:19]1[NH:27][N:26]=[N:25][N:20]=1 |f:1.2,3.4,5.6|. Procedure details: A mixture of 8.7 g of 4-[2-(2-quinolylmethyloxy)phenoxy]butyronitrile, 5.3 g of sodium azide and 4.4 g of ammonium chloride was heated with 25 ml of dry dimethylformamide at 140° C. for twenty hours. The reaction mixture was poured onto ice, basified with 1N sodium hydroxide and extracted 2 times with ethyl acetate. The aqueous fraction was acidified with acetic acid. The product was filtered and washed with water. The crude product was crystallized from acetonitrile to give 1.7 g of pure produc... The reactants are C(C1=CC=CC=C1)(=O)Cl (benzoyl chloride), CC(=C)C1=CC=CC=C1 (α-methylstyrene), C(C1=CC=CC=C1)N(C)C (N-benzyldimethylamine). The reagents and catalysts are C(C)(=O)[O-].[Pd+2].C(C)(=O)[O-] (palladium acetate). Solvent: CC=1C=CC(=CC1)C (p-xylene). Yields the product CC(C1=CC=CC=C1)=CC1=CC=CC=C1 (α-methylstilbene). Yield: 3.3%. RXN SMILES: C(Cl)(=O)[C:2]1[CH:7]=[CH:6][CH:5]=[CH:4][CH:3]=1.[CH3:10][C:11]([C:13]1[CH:18]=[CH:17][CH:16]=[CH:15][CH:14]=1)=[CH2:12].C(N(C)C)C1C=CC=CC=1>CC1C=CC(C)=CC=1.C([O-])(=O)C.[Pd+2].C([O-])(=O)C>[CH3:12][C:11](=[CH:10][C:2]1[CH:7]=[CH:6][CH:5]=[CH:4][CH:3]=1)[C:13]1[CH:18]=[CH:17][CH:16]=[CH:15][CH:14]=1 |f:4.5.6|. Procedure details: 0.448 g (2 millimols) of palladium acetate, 28.11 g (0.2 mol) of benzoyl chloride, 23.64 g (0.2 mol) of α-methylstyrene and 27.04 g (0.2 mol) of N-benzyldimethylamine in 400 ml of p-xylene are stirred for 11 hours at 130° C. The mixture is extracted by shaking with 400 ml of 2 NHCl and 400 ml of 2 N NaOH and is then dried over magnesium sulfate. The crude product is chromatographed on silica gel in methylene chloride and subsequently recrystallised from n-pentane. 1.3 g (3% of theory) of α-methy... Starting materials: COc1ccc(NC(=O)C(F)(F)F)cc1C12CC3CC(CC(C3)C1)C2, CO, [K+], [OH-], O. The product is COc1ccc(N)cc1C12CC3CC(CC(C3)C1)C2. RXN SMILES: [C:1]12([c:11]3[cH:12][c:13]([NH:14][C:15](=[O:16])[C:17]([F:18])([F:19])[F:20])[cH:21][cH:22][c:23]3[O:24][CH3:25])[CH2:2][CH:3]3[CH2:4][CH:5]([CH2:6][CH:7]([CH2:8]1)[CH2:9]3)[CH2:10]2.[CH3:29][OH:30].[K+:28].[OH-:27].[OH2:26]>>[C:1]12([c:11]3[cH:12][c:13]([NH2:14])[cH:21][cH:22][c:23]3[O:24][CH3:25])[CH2:2][CH:3]3[CH2:4][CH:5]([CH2:6][CH:7]([CH2:8]1)[CH2:9]3)[CH2:10]2. Reactants: C(C1=CC=CC=C1)OC(=O)NC(C(=O)NC1=CC=C(C=C1)CC(=O)OCC)COC1OCCCC1 ((RS)-2-(benzyloxycarbonylamino)-N-(4-(ethoxycarbonylmethyl)phenyl)-3-(tetrahydropyran-2-yloxy) propanamide), ClC1=CC=C(C=C1)S(=O)(=O)Cl (4-chlorobenzenesulfonyl chloride). The reagents and catalysts are [Pd] (Pd-C). Product: ClC1=CC=C(C=C1)S(=O)(=O)NC(C(=O)NC1=CC=C(C=C1)CC(=O)OCC)COC1OCCCC1 ((RS)-2-(4-chlorobenzenesulfonylamino)-N-(4-(ethoxycarbonylmethyl)phenyl)-3-(tetrahydropyran-2-yloxy)propanamide). Isolated yield 65.3%. As a reaction SMILES: C(OC([NH:11][CH:12]([CH2:28][O:29][CH:30]1[CH2:35][CH2:34][CH2:33][CH2:32][O:31]1)[C:13]([NH:15][C:16]1[CH:21]=[CH:20][C:19]([CH2:22][C:23]([O:25][CH2:26][CH3:27])=[O:24])=[CH:18][CH:17]=1)=[O:14])=O)C1C=CC=CC=1.[Cl:36][C:37]1[CH:42]=[CH:41][C:40]([S:43](Cl)(=[O:45])=[O:44])=[CH:39][CH:38]=1>[Pd]>[Cl:36][C:37]1[CH:42]=[CH:41][C:40]([S:43]([NH:11][CH:12]([CH2:28][O:29][CH:30]2[CH2:35][CH2:34][CH2:33][CH2:32][O:31]2)[C:13]([NH:15][C:16]2[CH:17]=[CH:18][C:19]([CH2:22][C:23]([O:25][CH2:26][CH3:27])=[O:24])=[CH:20][CH:21]=2)=[O:14])(=[O:45])=[O:44])=[CH:39][CH:38]=1. Procedure: The procedure described in Example 15 was repeated, except that (RS)-2-(benzyloxycarbonylamino)-N-(4-(ethoxycarbonylmethyl)phenyl)-3-(tetrahydropyran-2-yloxy) propanamide (4.34 g) was hydrogenolyzed in the presence of 10% Pd-C, and then, reacted with 4-chlorobenzenesulfonyl chloride (3.87 g) to obtain (RS)-2-(4-chlorobenzenesulfonylamino)-N-(4-(ethoxycarbonylmethyl)phenyl)-3-(tetrahydropyran-2-yloxy)propanamide (3.07 g). Reactants: O=C([O-])[O-], Cc1ccc(O)cc1[N+](=O)[O-], CCCI, [K+], [K+], CN(C)C=O. Product: CCCOc1ccc(C)c([N+](=O)[O-])c1. Reaction SMILES: [C:1](=[O:2])([O-:3])[O-:4].[CH3:11][c:12]1[c:13]([N+:19](=[O:20])[O-:21])[cH:14][c:15]([OH:18])[cH:16][cH:17]1.[I:7][CH2:8][CH2:9][CH3:10].[K+:5].[K+:6].[O:22]=[CH:23][N:24]([CH3:25])[CH3:26]>>[CH2:8]([CH2:9][CH3:10])[O:18][c:15]1[cH:14][c:13]([N+:19](=[O:20])[O-:21])[c:12]([CH3:11])[cH:17][cH:16]1. Reactants: ClC1=CC=C2C(=C1)NC(C21C(N(CC1CC(C)(C)C)C(=O)Cl)C1=C(C(=CC=C1)Cl)F)=O (rac-(2′S,3′S,4′S)-6-chloro-2′-(3-chloro-2-fluoro-phenyl)-4′-(2,2-dimethyl-propyl)-2-oxo-1,2-dihydro-spiro[indole-3,3′-pyrrolidine]-1′-carbonyl chloride), CS(=O)(=O)CCCN1CCNCC1 (1-(3-methanesulfonyl-propyl)-piperazine). Run in C(C)N(CC)CC (triethylamine). The product is ClC1=CC=C2C(=C1)NC(C21C(N(CC1CC(C)(C)C)C(=O)N1CCN(CC1)CCCS(=O)(=O)C)C1=C(C(=CC=C1)Cl)F)=O (rac-(2′S,3′S,4′S)-6-chloro-2′-(3-chloro-2-fluoro-phenyl)-4′-(2,2-dimethyl-propyl)-1′-[4-(3-methanesulfonyl-propyl)-piperazine-1-carbonyl]-1H-spiro[indole-3,3′-pyrrolidin]-2-one). Reaction SMILES: [Cl:1][C:2]1[CH:7]=[C:6]2[NH:8][C:9](=[O:31])[C:10]3([CH:14]([CH2:15][C:16]([CH3:19])([CH3:18])[CH3:17])[CH2:13][N:12]([C:20](Cl)=[O:21])[CH:11]3[C:23]3[CH:28]=[CH:27][CH:26]=[C:25]([Cl:29])[C:24]=3[F:30])[C:5]2=[CH:4][CH:3]=1.[CH3:32][S:33]([CH2:36][CH2:37][CH2:38][N:39]1[CH2:44][CH2:43][NH:42][CH2:41][CH2:40]1)(=[O:35])=[O:34]>C(N(CC)CC)C>[Cl:1][C:2]1[CH:7]=[C:6]2[NH:8][C:9](=[O:31])[C:10]3([CH:14]([CH2:15][C:16]([CH3:17])([CH3:18])[CH3:19])[CH2:13][N:12]([C:20]([N:42]4[CH2:41][CH2:40][N:39]([CH2:38][CH2:37][CH2:36][S:33]([CH3:32])(=[O:34])=[O:35])[CH2:44][CH2:43]4)=[O:21])[CH:11]3[C:23]3[CH:28]=[CH:27][CH:26]=[C:25]([Cl:29])[C:24]=3[F:30])[C:5]2=[CH:4][CH:3]=1. Procedure details: In a manner similar to the method described in Example 9, rac-(2′S,3′S,4′S)-6-chloro-2′-(3-chloro-2-fluoro-phenyl)-4′-(2,2-dimethyl-propyl)-2-oxo-1,2-dihydro-spiro[indole-3,3′-pyrrolidine]-1′-carbonyl chloride prepared in Example 8 (53 mg, 0.11 mmol) was reacted with 1-(3-methanesulfonyl-propyl)-piperazine (34 mg, 0.14 mmol) and triethylamine to give rac-(2′S,3′S,4′S)-6-chloro-2′-(3-chloro-2-fluoro-phenyl)-4′-(2,2-dimethyl-propyl)-1′-[4-(3-methanesulfonyl-propyl)-piperazine-1-carbonyl]-1H-spiro[... Reaction SMILES: [C:1]([O:5][C:6]([NH:8][C:9]1[CH:14]=[CH:13][C:12]([C:15]2[N:19]3[N:20]=[C:21](Cl)[CH:22]=[C:23]([C:24]([O:26][C:27]([CH3:30])([CH3:29])[CH3:28])=[O:25])[C:18]3=[N:17][N:16]=2)=[CH:11][CH:10]=1)=[O:7])([CH3:4])([CH3:3])[CH3:2].CCO.CC([O-])=O.[Na+]>[Pd].CO>[C:1]([O:5][C:6]([NH:8][C:9]1[CH:10]=[CH:11][C:12]([C:15]2[N:19]3[N:20]=[CH:21][CH:22]=[C:23]([C:24]([O:26][C:27]([CH3:30])([CH3:29])[CH3:28])=[O:25])[C:18]3=[N:17][N:16]=2)=[CH:13][CH:14]=1)=[O:7])([CH3:4])([CH3:3])[CH3:2] |f:2.3|. Reported procedure: A solution of tert-butyl 3-(4-(tert-butoxycarbonylamino)phenyl)-6-chloro-[1,2,4]triazolo[4,3-b]pyridazine-8-carboxylate (66D) (300 mg, 0.67 mmol) in a mixed solvent of EtOH (4 mL) and MeOH (1 mL) was bubbled through argon for 5 min, and then NaOAc (66.2 mg, 0.81 mmol) was added, followed by 5% Pd/C (50 mg). The vessel was evacuated and flashed with H2 gas three times and stirred under H2 (1 atm) for 1 h. Analysis by LC/MS indicated the starting material was consumed. The reaction mixture was fil... Product: C(C)(C)(C)OC(=O)NC1=CC=C(C=C1)C1=NN=C2N1N=CC=C2C(=O)OC(C)(C)C (tert-Butyl 3-(4-(tert-butoxycarbonylamino)phenyl)-[1,2,4]triazolo[4,3-b]pyridazine-8-carboxylate). The reactants are C(C)(C)(C)OC(=O)NC1=CC=C(C=C1)C1=NN=C2N1N=C(C=C2C(=O)OC(C)(C)C)Cl (tert-butyl 3-(4-(tert-butoxycarbonylamino)phenyl)-6-chloro-[1,2,4]triazolo[4,3-b]pyridazine-8-carboxylate), CCO (EtOH), CC(=O)[O-].[Na+] (NaOAc). Isolated yield 54.4%. Reagents/catalysts: [Pd] (Pd/C). Solvent: CO (MeOH). Reaction conditions: time 1 hour. The reactants are NC1=C(C=C(C(=O)N(C2=C(C=C(C=C2)C)OCCCCCC(=O)N2CCN(CC2)C)C)C=C1)OC (4-amino-3-methoxy-N-methyl-N-[4-methyl-2-[5-(4-methylpiperazin-1-yl)carbonylpent-1-yloxy]phenyl]benzamide), N1=CC=CC=C1 (pyridine), [N+](=O)([O-])C1=C(C=CC=C1)S(=O)(=O)Cl (2-nitrobenzenesulfonyl chloride). The solvent is ClCCl (dichloromethane), ClCCl (dichloromethane). Reaction conditions: time 5 hour. Yields the product [N+](=O)([O-])C1=C(C=CC=C1)S(=O)(=O)NC1=C(C=C(C(=O)N(C2=C(C=C(C=C2)C)OCCCCCC(=O)N2CCN(CC2)C)C)C=C1)OC (4-(2-nitrobenzenesulfonyl)amino-3-methoxy-N-methyl-N-[4-methyl-2-[5-(4-methylpiperazin-1-yl)carbonylpent-1-yloxy]phenyl]benzamide). The yield is 101.8%. Reaction SMILES: [NH2:1][C:2]1[CH:33]=[CH:32][C:5]([C:6]([N:8]([CH3:31])[C:9]2[CH:14]=[CH:13][C:12]([CH3:15])=[CH:11][C:10]=2[O:16][CH2:17][CH2:18][CH2:19][CH2:20][CH2:21][C:22]([N:24]2[CH2:29][CH2:28][N:27]([CH3:30])[CH2:26][CH2:25]2)=[O:23])=[O:7])=[CH:4][C:3]=1[O:34][CH3:35].N1C=CC=CC=1.[N+:42]([C:45]1[CH:50]=[CH:49][CH:48]=[CH:47][C:46]=1[S:51](Cl)(=[O:53])=[O:52])([O-:44])=[O:43]>ClCCl>[N+:42]([C:45]1[CH:50]=[CH:49][CH:48]=[CH:47][C:46]=1[S:51]([NH:1][C:2]1[CH:33]=[CH:32][C:5]([C:6]([N:8]([CH3:31])[C:9]2[CH:14]=[CH:13][C:12]([CH3:15])=[CH:11][C:10]=2[O:16][CH2:17][CH2:18][CH2:19][CH2:20][CH2:21][C:22]([N:24]2[CH2:29][CH2:28][N:27]([CH3:30])[CH2:26][CH2:25]2)=[O:23])=[O:7])=[CH:4][C:3]=1[O:34][CH3:35])(=[O:53])=[O:52])([O-:44])=[O:43]. Procedure: To a solution of 4-amino-3-methoxy-N-methyl-N-[4-methyl-2-[5-(4-methylpiperazin-1-yl)carbonylpent-1-yloxy]phenyl]benzamide (327 mg) and pyridine (80.3 mg) in dichloromethane (6 ml) was added dropwise 2-nitrobenzenesulfonyl chloride (150 mg) at ambient temperature and the mixture was stirred at ambient temperature for 5 hours. The resulting mixture was diluted with dichloromethane (10 ml) and the organic layer was washed successively with saturated sodium bicarbonate aqueous solution and brine. D...